From a dataset of the Open Reaction Database (ORD), a public repository of structured organic reaction records. describe an organic reaction: reactants, conditions, products, and yield The reactants are CO, O=C[O-], O=CO, O=[N+]([O-])c1cccnc1OC1CCOCC1, [NH4+], [OH-], [OH-], [Pd+2]. Yields the product Nc1cccnc1OC1CCOCC1. As a reaction SMILES: [CH3:24][OH:25].[CH:17]([O-:18])=[O:19].[CH:21]([OH:22])=[O:23].[N+:1]([O-:2])(=[O:3])[c:4]1[c:5]([O:10][CH:11]2[CH2:12][CH2:13][O:14][CH2:15][CH2:16]2)[n:6][cH:7][cH:8][cH:9]1.[NH4+:20].[OH-:26].[OH-:28].[Pd+2:27]>>[NH2:1][c:4]1[c:5]([O:10][CH:11]2[CH2:12][CH2:13][O:14][CH2:15][CH2:16]2)[n:6][cH:7][cH:8][cH:9]1. Starting materials: CN1CCN(CC1)C=1C=CC=2C(=CC=C3C(C=C(OC23)C(=O)NC2=CC=C(C=C2)N2CCOCC2)=O)C1 (8-(4-methyl-1-piperazinyl)-N-[4-(4-morpholinyl)phenyl]-4-oxo-4H-benzochromene-2-carboxamide), N1(CCOCC1)C(=O)C1=CC=C(C=C1)NC(=O)C=1OC2=C(C=CC=C2C(C1)=O)N1CCN(CC1)C (8-(4-Methyl-piperazin-1-yl)-4-oxo-4H-chromene-2-carboxylic acid [4-(1-morpholin-4-yl-methanoyl)-phenyl]-amide). Yields the product N1(CCOCC1)C=1C=C(C=CC1)NC(=O)C=1OC2=C(C=CC=C2C(C1)=O)N1CCN(CC1)C (8-(4-Methyl-piperazin-1-yl)-4-oxo-4H-chromene-2-carboxylic acid (3-morpholin-4-yl-phenyl)-amide). Reaction SMILES: CN1CCN(C2C=CC3C(C=2)=CC=C2C=3OC(C(NC3C=CC([N:30]4[CH2:35][CH2:34][O:33][CH2:32][CH2:31]4)=CC=3)=O)=CC2=O)CC1.N1(C([C:46]2[CH:51]=[CH:50][C:49]([NH:52][C:53]([C:55]3[O:56][C:57]4[C:62]([C:63](=[O:65])[CH:64]=3)=[CH:61][CH:60]=[CH:59][C:58]=4[N:66]3[CH2:71][CH2:70][N:69]([CH3:72])[CH2:68][CH2:67]3)=[O:54])=[CH:48][CH:47]=2)=O)CCOCC1>>[N:30]1([C:51]2[CH:50]=[C:49]([NH:52][C:53]([C:55]3[O:56][C:57]4[C:62]([C:63](=[O:65])[CH:64]=3)=[CH:61][CH:60]=[CH:59][C:58]=4[N:66]3[CH2:67][CH2:68][N:69]([CH3:72])[CH2:70][CH2:71]3)=[O:54])[CH:48]=[CH:47][CH:46]=2)[CH2:35][CH2:34][O:33][CH2:32][CH2:31]1. Procedure details: This compound was prepared from 8-(4-Methyl-piperazin-1-yl)-4-oxo-4H-chromene-2-carboxylic acid hydrochloride (Reference Example 1) and 3-morpholin-4-yl-phenylamine (Reference Example 18) as prepared in Example 12, yielding a yellow solid. (120 mg=86%), LCMS−m/z=449.5. Reactants: ClC=1C(=C(C=O)C=CC1OC)O (3-Chloro-2-hydroxy-4-methoxybenzaldehyde), BrC(C(=O)OCC)C(=O)OCC (diethyl bromomalonate), C([O-])([O-])=O.[K+].[K+] (potassium carbonate). Run in C(Cl)(Cl)(Cl)Cl (carbon tetrachloride), CC(CC)=O (2-butanone). Yields the product ClC1=C(C=CC=2C(C(OC21)(C(=O)OCC)C(=O)OCC)O)OC (Diethyl 7-chloro-2,3-dihydro-3-hydroxy-6-methoxybenzofuran-2,2-dicarboxylate). As a reaction SMILES: [Cl:1][C:2]1[C:3]([OH:12])=[C:4]([CH:7]=[CH:8][C:9]=1[O:10][CH3:11])[CH:5]=[O:6].Br[CH:14]([C:20]([O:22][CH2:23][CH3:24])=[O:21])[C:15]([O:17][CH2:18][CH3:19])=[O:16].C(=O)([O-])[O-].[K+].[K+]>CC(=O)CC.C(Cl)(Cl)(Cl)Cl>[Cl:1][C:2]1[C:3]2[O:12][C:14]([C:15]([O:17][CH2:18][CH3:19])=[O:16])([C:20]([O:22][CH2:23][CH3:24])=[O:21])[CH:5]([OH:6])[C:4]=2[CH:7]=[CH:8][C:9]=1[O:10][CH3:11] |f:2.3.4|. Procedure details: To a solution of (14h) (69.91 g., 0.375 mol) and diethyl bromomalonate (79.9 ml., 0.468 mol) in 2-butanone (400 ml.) was added freshly powdered anhydrous potassium carbonate (51.78 g.). The suspension was stirred vigorously and heated at reflux for 4.5 hours, then filtered and evaporated to dryness. The oil obtained was redissolved in carbon tetrachloride and filtered, then evaporated and recrystallized from chloroform with hexane to yeild 79.6% of (15h), m.p. 115°-117° C. Analysis (C15H17ClO7) ... Starting materials: B(OC1=CC=C(C=C1)OCCCOCC)([O-])[O-] (4-(3-ethoxypropoxy)phenyl borate), BrC=1C=CC2=C(C=C(CCN2C)C(=O)NC2=CC=C(C=C2)CN(C2CCOCC2)C)C1 (7-bromo-1-methyl-N-[4-[[N-methyl-N-(tetrahydro-2H-pyran-4-yl)amino]methyl]phenyl]-2,3-dihydro-1H-1-benzazepine-4-carboxamide), C([O-])([O-])=O.[K+].[K+] (potassium carbonate). Reagents/catalysts: C=1C=CC(=CC1)[P](C=2C=CC=CC2)(C=3C=CC=CC3)[Pd]([P](C=4C=CC=CC4)(C=5C=CC=CC5)C=6C=CC=CC6)([P](C=7C=CC=CC7)(C=8C=CC=CC8)C=9C=CC=CC9)[P](C=1C=CC=CC1)(C=1C=CC=CC1)C=1C=CC=CC1 (tetrakistriphenylphosphinepalladium). Run in C(C)O.O.C1(=CC=CC=C1)C (water ethanol toluene), C(C)(=O)OCC (ethyl acetate). Run at time 30 minute. Yields the product C(C)OCCCOC1=CC=C(C=C1)C=1C=CC2=C(C=C(CCN2C)C(=O)NC2=CC=C(C=C2)CN(C2CCOCC2)C)C1 (7-[4-(3-ethoxypropoxy)phenyl]-1-methyl-N-[4-[[N-methyl-N-(tetrahydro-2H-pyran-4-yl)amino]methyl]phenyl]-2,3-dihydro-1H-1-benzazepine-4-carboxamide). Yield: 66.2%. As a reaction SMILES: B([O-])([O-])O[C:3]1[CH:8]=[CH:7][C:6]([O:9][CH2:10][CH2:11][CH2:12][O:13][CH2:14][CH3:15])=[CH:5][CH:4]=1.Br[C:19]1[CH:20]=[CH:21][C:22]2[N:28]([CH3:29])[CH2:27][CH2:26][C:25]([C:30]([NH:32][C:33]3[CH:38]=[CH:37][C:36]([CH2:39][N:40]([CH3:47])[CH:41]4[CH2:46][CH2:45][O:44][CH2:43][CH2:42]4)=[CH:35][CH:34]=3)=[O:31])=[CH:24][C:23]=2[CH:48]=1.C(=O)([O-])[O-].[K+].[K+]>C(O)C.O.C1(C)C=CC=CC=1.C(OCC)(=O)C.C1C=CC([P]([Pd]([P](C2C=CC=CC=2)(C2C=CC=CC=2)C2C=CC=CC=2)([P](C2C=CC=CC=2)(C2C=CC=CC=2)C2C=CC=CC=2)[P](C2C=CC=CC=2)(C2C=CC=CC=2)C2C=CC=CC=2)(C2C=CC=CC=2)C2C=CC=CC=2)=CC=1>[CH2:14]([O:13][CH2:12][CH2:11][CH2:10][O:9][C:6]1[CH:7]=[CH:8][C:3]([C:19]2[CH:20]=[CH:21][C:22]3[N:28]([CH3:29])[CH2:27][CH2:26][C:25]([C:30]([NH:32][C:33]4[CH:34]=[CH:35][C:36]([CH2:39][N:40]([CH3:47])[CH:41]5[CH2:46][CH2:45][O:44][CH2:43][CH2:42]5)=[CH:37][CH:38]=4)=[O:31])=[CH:24][C:23]=3[CH:48]=2)=[CH:4][CH:5]=1)[CH3:15] |f:2.3.4,5.6.7,^1:75,77,96,115|. Procedure: In a mixture of water ethanol:toluene (1:1:10, v/v, 18.0 ml) were dissolved 4-(3-ethoxypropoxy)phenyl borate (250 mg) and 7-bromo-1-methyl-N-[4-[[N-methyl-N-(tetrahydro-2H-pyran-4-yl)amino]methyl]phenyl]-2,3-dihydro-1H-1-benzazepine-4-carboxamide (450 mg). To the solution was added potassium carbonate (308 mg), and the mixture was stirred under argon atmosphere at room temperature for 30 minutes. To the mixture was added tetrakistriphenylphosphinepalladium (43 mg), and the mixture was refluxed u... Procedure: The procedure of Example IX was repeated in all essential details to produce the above compound, except that equivalent amounts of ethylenediamine and ethyl phenylacetate were substituted for 1,2-diamino-2-methylpropane and ethyl acetate, respectively. The product, which was identified by NMR and IR spectroscopy, had a melting point of 37°-38° C. Reactants: C(CN)N (ethylenediamine), C1(=CC=CC=C1)CC(=O)OCC (ethyl phenylacetate), NCC(C)(C)N (1,2-diamino-2-methylpropane). Run in C(C)(=O)OCC (ethyl acetate). RXN SMILES: [CH2:1]([NH2:4])[CH2:2][NH2:3].[C:5]1([CH2:11][C:12](OCC)=[O:13])[CH:10]=[CH:9][CH:8]=[CH:7][CH:6]=1.NCC(N)(C)C>C(OCC)(=O)C>[C:5]1([CH2:11][C:12]([NH:3][CH2:2][CH2:1][NH2:4])=[O:13])[CH:10]=[CH:9][CH:8]=[CH:7][CH:6]=1. The product is C1(=CC=CC=C1)CC(=O)NCCN (2-(Phenylacetamido)ethylamine). The reactants are OO (hydrogen peroxide), ClC1=C(C(=O)P(C2=C(C=CC(=C2)C)C)C(C2=C(C=CC=C2Cl)Cl)=O)C(=CC=C1)Cl (bis-(2,6-dichlorobenzoyl)-2,5-dimethylphenylphosphine), [PH3]=O (phosphine oxide). The solvent is C(C)#N (acetonitrile). Reaction conditions: temperature 60 celsius. Yields the product ClC1=C(C(=O)P(C2=C(C=CC(=C2)C)C)(C(C2=C(C=CC=C2Cl)Cl)=O)=O)C(=CC=C1)Cl (Bis-(2,6-dichlorobenzoyl)-2,5-dimethylphenylphosphine Oxide). Yield: 74.0%. Reaction SMILES: [Cl:1][C:2]1[CH:28]=[CH:27][CH:26]=[C:25]([Cl:29])[C:3]=1[C:4]([P:6]([C:15](=[O:24])[C:16]1[C:21]([Cl:22])=[CH:20][CH:19]=[CH:18][C:17]=1[Cl:23])[C:7]1[CH:12]=[C:11]([CH3:13])[CH:10]=[CH:9][C:8]=1[CH3:14])=[O:5].[OH:30]O.[PH3]=O>C(#N)C>[Cl:23][C:17]1[CH:18]=[CH:19][CH:20]=[C:21]([Cl:22])[C:16]=1[C:15]([P:6](=[O:30])([C:4](=[O:5])[C:3]1[C:25]([Cl:29])=[CH:26][CH:27]=[CH:28][C:2]=1[Cl:1])[C:7]1[CH:12]=[C:11]([CH3:13])[CH:10]=[CH:9][C:8]=1[CH3:14])=[O:24]. Procedure: The crude bis-(2,6-dichlorobenzoyl)-2,5-dimethylphenylphosphine (50 grams) is dissolved in 1 liter acetonitrile, mixed with 150 ml of 30% hydrogen peroxide, and heated for one hour at 60° C. The formation of the phosphine oxide is accompanied by deepening of the color, and it precipitates in crystalline form, after the addition of water and cooling. Recrystallization from acetonitrile/water yields 37 grams of the captioned compound (74% of theroretical yield in 2 steps)